Dataset: the Open Reaction Database (ORD), a public repository of structured organic reaction records. Task: describe an organic reaction: reactants, conditions, products, and yield Reactants: O=C1N(CCCN1NC(=O)OCC1=CC=CC=C1)C(=O)N (Tetrahydro-2-oxo-3-[[(phenylmethoxy)carbonyl]amino]-1(2H)-pyrimidinecarboxamide). The reagents and catalysts are [Pd] (palladium on activated carbon). Run in CN(C=O)C (N,N-dimethylformamide). Yields the product NN1C(N(CCC1)C(=O)N)=O (3-Aminotetrahydro-2-oxo-1(2H)-pyrimidinecarboxamide). The yield is 99.2%. As a reaction SMILES: [O:1]=[C:2]1[N:7]([NH:8]C(OCC2C=CC=CC=2)=O)[CH2:6][CH2:5][CH2:4][N:3]1[C:19]([NH2:21])=[O:20]>CN(C)C=O.[Pd]>[NH2:8][N:7]1[CH2:6][CH2:5][CH2:4][N:3]([C:19]([NH2:21])=[O:20])[C:2]1=[O:1]. Reported procedure: Tetrahydro-2-oxo-3-[[(phenylmethoxy)carbonyl]amino]-1(2H)-pyrimidinecarboxamide (37.45 g. 128.1 mmol), dissolved in 650 ml N,N-dimethylformamide, was hydrogenated over 15 g palladium on activated carbon for 2 hours. The catalyst was removed by filtration and the solvent evaporated in vacuo. Trituration with ether furnished 20.1 g of the desired product, melting point 153°-156° C. Starting materials: O (water), BrC1=NC=C(N=C1)Br (2,5-dibromopyrazine), Cl.FC1(CCNCC1)F (4,4-difluoropiperidine hydrochloride), C([O-])([O-])=O.[Cs+].[Cs+] (cesium carbonate). Run in CS(=O)C (dimethyl sulfoxide). The product is BrC1=NC=C(N=C1)N1CCC(CC1)(F)F (2-bromo-5-(4,4-difluoropiperidin-1-yl)pyrazine). Yield: 38.2%. As a reaction SMILES: Br[C:2]1[CH:7]=[N:6][C:5]([Br:8])=[CH:4][N:3]=1.Cl.[F:10][C:11]1([F:17])[CH2:16][CH2:15][NH:14][CH2:13][CH2:12]1.C(=O)([O-])[O-].[Cs+].[Cs+].O>CS(C)=O>[Br:8][C:5]1[CH:4]=[N:3][C:2]([N:14]2[CH2:15][CH2:16][C:11]([F:17])([F:10])[CH2:12][CH2:13]2)=[CH:7][N:6]=1 |f:1.2,3.4.5|. Reported procedure: A solution of 2,5-dibromopyrazine (200 mg), 4,4-difluoropiperidine hydrochloride (132 mg) and cesium carbonate (603 mg) in dimethyl sulfoxide (5 mL) was stirred overnight at 90° C. under nitrogen atmosphere. To the reaction mixture was added water, and the mixture was extracted with ethyl acetate. The obtained organic layer was washed successively with water and saturated brine, and dried over anhydrous magnesium sulfate, and the solvent was evaporated under reduced pressure. The residue was pur... Reaction SMILES: [NH2:1][c:2]1[n:3][c:4]([S:15][CH3:16])[c:5]([C:13]#[N:14])[c:6](-[c:8]2[o:9][cH:10][cH:11][cH:12]2)[n:7]1.[Na+:18].[O:19]1[CH2:20][CH2:21][O:22][CH2:23][CH2:24]1.[OH-:17]>>[NH2:1][c:2]1[nH:3][c:4](=[O:17])[c:5]([C:13]#[N:14])[c:6](-[c:8]2[o:9][cH:10][cH:11][cH:12]2)[n:7]1. Product: N#Cc1c(-c2ccco2)nc(N)[nH]c1=O. Starting materials: CSc1nc(N)nc(-c2ccco2)c1C#N, [Na+], C1COCCO1, [OH-].